The task is: describe an organic reaction: reactants, conditions, products, and yield. This data is from the Open Reaction Database (ORD), a public repository of structured organic reaction records. Reactants: NC1C(N(CCCCCC1)C(C)C(=O)O)=O (3-amino-1-(1-carboxyethyl)- perhydroazonin-2-one), S(=O)(Cl)Cl.C(C)O (thionyl chloride ethanol), S(=O)(Cl)Cl.C(C1=CC=CC=C1)O (thionyl chloride benzyl alcohol). The product is NC1C(N(CCCCCC1)C(C)C(=O)OCC)=O (3-amino-1-(1-ethoxycarbonylethyl)perhydroazonin-2-one), NC1C(N(CCCCCC1)C(C)C(=O)OCC1=CC=CC=C1)=O (3-amino-1-(1-benzyloxycarbonylethyl)perhydroazonin-2-one). As a reaction SMILES: [NH2:1][CH:2]1[CH2:10][CH2:9][CH2:8][CH2:7][CH2:6][CH2:5][N:4]([CH:11]([C:13]([OH:15])=[O:14])[CH3:12])[C:3]1=[O:16].S(Cl)(Cl)=O.[CH2:21](O)[CH3:22].S(Cl)(Cl)=O.[CH2:28]([OH:35])[C:29]1[CH:34]=[CH:33][CH:32]=[CH:31][CH:30]=1>>[NH2:1][CH:2]1[CH2:10][CH2:9][CH2:8][CH2:7][CH2:6][CH2:5][N:4]([CH:11]([C:13]([O:15][CH2:21][CH3:22])=[O:14])[CH3:12])[C:3]1=[O:16].[NH2:1][CH:2]1[CH2:10][CH2:9][CH2:8][CH2:7][CH2:6][CH2:5][N:4]([CH:11]([C:13]([O:35][CH2:28][C:29]2[CH:34]=[CH:33][CH:32]=[CH:31][CH:30]=2)=[O:14])[CH3:12])[C:3]1=[O:16] |f:1.2,3.4|. Reported procedure: Reaction of 3-amino-1-(1-carboxyethyl)- perhydroazonin-2-one (Isomer A, Example 2) with thionyl chloride-ethanol or thionyl chloride-benzyl alcohol followed by concentration and liberation of the free amino ester affords 3-amino-1-(1-ethoxycarbonylethyl)perhydroazonin-2-one and 3-amino-1-(1-benzyloxycarbonylethyl)perhydroazonin-2-one, respectively. Reactants: BrC1=C2C(=NC=C1)C=C(S2)C(=O)OC (methyl 7-bromothieno[3,2-b]pyridine-2-carboxylate), CuBr, CCOC(=O)C1CCCCC1=O (ethyl 2-cyclohexanonecarboxylate), C([O-])([O-])=O.[Cs+].[Cs+] (cesium carbonate), NC1=CC=C(C=C1)O (4-aminophenol), FC1=C(C=C(C=C1)C)N=C=O (2-fluoro-5-methylphenyl isocyanate), crude material. Solvent: CS(=O)C (DMSO), O (water), C1CCOC1 (THF). Reaction conditions: temperature 70 celsius, time 5 hour. The product is FC1=C(C=C(C=C1)C)NC(=O)NC1=CC=C(OC2=C3C(=NC=C2)C=C(S3)C(=O)OC)C=C1 (methyl 7-[4-({[(2-fluoro-5-methylphenyl)amino]carbonyl}amino)phenoxy]thieno[3,2-b]pyridine-2-carboxylate). As a reaction SMILES: Br[C:2]1[CH:7]=[CH:6][N:5]=[C:4]2[CH:8]=[C:9]([C:11]([O:13][CH3:14])=[O:12])[S:10][C:3]=12.CCOC(C1C(=O)CCCC1)=O.C(=O)([O-])[O-].[Cs+].[Cs+].[NH2:33][C:34]1[CH:39]=[CH:38][C:37]([OH:40])=[CH:36][CH:35]=1.[F:41][C:42]1[CH:47]=[CH:46][C:45]([CH3:48])=[CH:44][C:43]=1[N:49]=[C:50]=[O:51]>CS(C)=O.C1COCC1.O>[F:41][C:42]1[CH:47]=[CH:46][C:45]([CH3:48])=[CH:44][C:43]=1[NH:49][C:50]([NH:33][C:34]1[CH:39]=[CH:38][C:37]([O:40][C:2]2[CH:7]=[CH:6][N:5]=[C:4]3[CH:8]=[C:9]([C:11]([O:13][CH3:14])=[O:12])[S:10][C:3]=23)=[CH:36][CH:35]=1)=[O:51] |f:2.3.4|. Procedure details: To a stirred solution of methyl 7-bromothieno[3,2-b]pyridine-2-carboxylate (200 mg, 0.74 mmol) in 8 ml of DMSO, were added CuBr (10 mg, 0.074 mmol), ethyl 2-cyclohexanonecarboxylate (26 mg, 0.15 mmol), cesium carbonate (500 mg, 1.54 mmol) and 4-aminophenol (96 mg, 0.88 mmol). The mixture was purged with nitrogen for 10 minutes, and then heated at 70° C. under N2 for 3 hours. The reaction was cooled to room temperature and poured into 100 ml of water. The precipitates were filtered, washed with w...